Dataset: the Open Reaction Database (ORD), a public repository of structured organic reaction records. Task: describe an organic reaction: reactants, conditions, products, and yield Starting materials: CCCC[N+](CCCC)(CCCC)CCCC.N#[C-], c1(c(cncc1Br)Br)C. Reagents/catalysts: c1ccc(cc1)-c2c3ccccc3cc4ccccc24 (9-Phenylanthracene), P([C@]12C[C@@H]3C[C@H](C2)C[C@@H](C1)C3)([C@]12C[C@@H]3C[C@@H](C2)C[C@@H](C1)C3)CCCC (cataCXium A), C(O[Pd]OC(C)=O)(C)=O (Pd(OAc)2). The solvent is C1COCCO1 (Dioxane). Reaction conditions: temperature 120 celsius, time 18 hour. Yields the product Cc1c(Br)cncc1C#N. Reaction SMILES: [CH3:1][c:2]1[c:8](Br)[cH:7][n:6][cH:5][c:3]1[Br:4].CCCC[N+](CCCC)(CCCC)CCCC.[C-:9]#[N:10]>>[CH3:1][c:2]1[c:8]([C:9]#[N:10])[cH:7][n:6][cH:5][c:3]1[Br:4]. Starting materials: O (Water), C(C)(C)(C)OC(=O)N(C(=O)OC(C)(C)C)C1=CC(=C(CN2C(=NC=3C2=NC(=CC3)C(=O)OC)C)C=C1)Cl (Methyl 3-(4-(N,N-bis-(tert-butoxycarbonyl)amino)-2-chlorobenzyl)-2-methyl-3H-imidazo[4,5-b]pyridine-5-carboxylate), Cl (hydrochloric acid), [OH-].[Na+] (sodium hydroxide). The solvent is O1CCOCC1 (1,4-dioxane). Reaction conditions: temperature 80 celsius, time 2 hour. Product: C(C)(C)(C)OC(=O)NC1=CC(=C(CN2C(=NC=3C2=NC(=CC3)C(=O)O)C)C=C1)Cl (3-(4-(N-(tert-butoxycarbonyl)-amino)-2-chlorobenzyl)-2-methyl-3H-imidazo[4,5-b]pyridine-5-carboxylic acid). The yield is 85.0%. Reaction SMILES: [C:1]([O:5][C:6]([N:8]([C:16]1[CH:36]=[CH:35][C:19]([CH2:20][N:21]2[C:25]3=[N:26][C:27]([C:30]([O:32]C)=[O:31])=[CH:28][CH:29]=[C:24]3[N:23]=[C:22]2[CH3:34])=[C:18]([Cl:37])[CH:17]=1)C(OC(C)(C)C)=O)=[O:7])([CH3:4])([CH3:3])[CH3:2].[OH-].[Na+].Cl.O>O1CCOCC1>[C:1]([O:5][C:6]([NH:8][C:16]1[CH:36]=[CH:35][C:19]([CH2:20][N:21]2[C:25]3=[N:26][C:27]([C:30]([OH:32])=[O:31])=[CH:28][CH:29]=[C:24]3[N:23]=[C:22]2[CH3:34])=[C:18]([Cl:37])[CH:17]=1)=[O:7])([CH3:4])([CH3:2])[CH3:3] |f:1.2|. Procedure: Methyl 3-(4-(N,N-bis-(tert-butoxycarbonyl)amino)-2-chlorobenzyl)-2-methyl-3H-imidazo[4,5-b]pyridine-5-carboxylate (391 mg) was dissolved in 1,4-dioxane (4 ml). 1N Aqueous sodium hydroxide solution (3.7 ml) was added and the mixture was stirred at room temperature for 2 days and at 80° C. for 2 hr. To the reaction mixture was added 1N hydrochloric acid to adjust the pH to 4. Water (40 ml) was added and the precipitated crystals were collected by filtration to give 3-(4-(N-(tert-butoxycarbonyl)-am... Starting materials: ClC=1C(=NC=CC1)N1N=C(C=C1C1=NC2=C(C=C3C(=C2C(O1)=O)NN=C3)C)OCC(F)(F)F (7-[2-(3-chloro-pyridin-2-yl)-5-(2,2,2-trifluoro-ethoxy)-2H-pyrazol-3-yl]-5-methyl-1H-8-oxa-1,2,6-triaza-cyclopenta[a]naphthalen-9-one), C(C)(C)N (isopropylamine). Run in C(C)#N.O (acetonitrile water). Run at time 16 hour. Product: C(C)(C)NC(=O)C=1C(=C(C=C2C=NNC12)C)NC(=O)C=1N(N=C(C1)OCC(F)(F)F)C1=NC=CC=C1Cl (6-{[2-(3-chloro-pyridin-2-yl)-5-(2,2,2-trifluoro-ethoxy)-2H-pyrazole-3-carbonyl]-amino}-5-methyl-1H-indazole-7-carboxylic acid isopropylamide). RXN SMILES: [Cl:1][C:2]1[C:3]([N:8]2[C:12]([C:13]3[O:22][C:21](=[O:23])[C:20]4[C:15](=[C:16]([CH3:27])[CH:17]=[C:18]5[CH:26]=[N:25][NH:24][C:19]5=4)[N:14]=3)=[CH:11][C:10]([O:28][CH2:29][C:30]([F:33])([F:32])[F:31])=[N:9]2)=[N:4][CH:5]=[CH:6][CH:7]=1.[CH:34]([NH2:37])([CH3:36])[CH3:35]>C(#N)C.O>[CH:34]([NH:37][C:21]([C:20]1[C:15]([NH:14][C:13]([C:12]2[N:8]([C:3]3[C:2]([Cl:1])=[CH:7][CH:6]=[CH:5][N:4]=3)[N:9]=[C:10]([O:28][CH2:29][C:30]([F:31])([F:32])[F:33])[CH:11]=2)=[O:22])=[C:16]([CH3:27])[CH:17]=[C:18]2[C:19]=1[NH:24][N:25]=[CH:26]2)=[O:23])([CH3:36])[CH3:35] |f:2.3|. Procedure: To a suspension of 500 mg of the above 7-[2-(3-chloro-pyridin-2-yl)-5-(2,2,2-trifluoro-ethoxy)-2H-pyrazol-3-yl]-5-methyl-1H-8-oxa-1,2,6-triaza-cyclopenta[a]naphthalen-9-one in 10 mL of acetonitrile/water (4:1, v/v) is added 885 μL (10.4 mmol) of isopropylamine. The reaction mixture is stirred for 16 hours at ambient temperature and then concentrated in vacuo. The residue is taken-up with brine and ethyl acetate. The phases are separated and the aqueous layer is washed with ethyl acetate. The com... The reactants are C(CCCCCCCCC)NC(C=C(C1=CC(=CC=C1)[N+](=O)[O-])C1=CC=CC=C1)=O (N-decyl-3-phenyl-3-(3-nitrophenyl)propenamide). Reagents/catalysts: [Fe] (iron). The solvent is C(C)(=O)O (acetic acid). The product is C(CCCCCCCCC)NC(C=C(C1=CC(=CC=C1)N)C1=CC=CC=C1)=O (N-Decyl-3-phenyl-3-(3-aminophenyl)propenamide). Reaction SMILES: [CH2:1]([NH:11][C:12](=[O:30])[CH:13]=[C:14]([C:24]1[CH:29]=[CH:28][CH:27]=[CH:26][CH:25]=1)[C:15]1[CH:20]=[CH:19][CH:18]=[C:17]([N+:21]([O-])=O)[CH:16]=1)[CH2:2][CH2:3][CH2:4][CH2:5][CH2:6][CH2:7][CH2:8][CH2:9][CH3:10]>C(O)(=O)C.[Fe]>[CH2:1]([NH:11][C:12](=[O:30])[CH:13]=[C:14]([C:24]1[CH:25]=[CH:26][CH:27]=[CH:28][CH:29]=1)[C:15]1[CH:20]=[CH:19][CH:18]=[C:17]([NH2:21])[CH:16]=1)[CH2:2][CH2:3][CH2:4][CH2:5][CH2:6][CH2:7][CH2:8][CH2:9][CH3:10]. Procedure details: Reduction of 10.7 g. of N-decyl-3-phenyl-3-(3-nitrophenyl)propenamide with 7.3 g. of iron powder in acetic acid, according to the procedure of Preparation 25, afforded the title compound as an oil. This product was chromatographed on 370 g. of silica gel, eluting with chloroform containing 1% ethanol. This gave 2.2 g. of trans-N-decyl-3-phenyl-3-(3-aminophenyl)propenamide and 0.7 g of cis-N-decyl-3-phenyl-3-(3-aminophenyl)propenamide. The NMR spectrum of the trans-isomer (in CDCl3) showed absorp... The reactants are CC(CCC1(C(CCC1)=O)C(=O)OC)(C)C (methyl 1-(3,3-dimethylbutyl)-2-oxocyclopentanecarboxylate), ice water. Run in Cl (hydrochloric acid), C(C)(=O)O (acetic acid). Reaction conditions: temperature 90 celsius, time 14 hour. The product is CC(CCC1C(CCC1)=O)(C)C (2-(3,3-dimethylbutyl)cyclopentanone). RXN SMILES: [CH3:1][C:2]([CH3:16])([CH3:15])[CH2:3][CH2:4][C:5]1(C(OC)=O)[CH2:9][CH2:8][CH2:7][C:6]1=[O:10]>C(O)(=O)C.Cl>[CH3:1][C:2]([CH3:16])([CH3:15])[CH2:3][CH2:4][CH:5]1[CH2:9][CH2:8][CH2:7][C:6]1=[O:10]. Procedure details: A solution consisting of 23.0 g (101.7 mmol) of methyl 1-(3,3-dimethylbutyl)-2-oxocyclopentanecarboxylate in 80 ml of acetic acid and 80 ml of conc. hydrochloric acid is stirred at 90° C. for 14 hours. After the reaction has ended, the mixture is cooled to room temperature and ice-water is added. The product is extracted with diethyl ether. The org. phase is washed with water, dried with sodium sulphate and concentrated under reduced pressure. The crude product is purified by column chromatograp... The reactants are BrC1=C(C(C2=CC=CC=C2)O)C=CC=C1 (2-bromobenzhydrol), Cl (hydrogen chloride), CO (methanol). The product is COC(C1=C(C=CC=C1)Br)C1=CC=CC=C1 (2-bromobenzhydryl methyl ether). Reaction SMILES: [Br:1][C:2]1[CH:15]=[CH:14][CH:13]=[CH:12][C:3]=1[CH:4]([OH:11])[C:5]1[CH:10]=[CH:9][CH:8]=[CH:7][CH:6]=1.Cl.[CH3:17]O>>[CH3:17][O:11][CH:4]([C:5]1[CH:10]=[CH:9][CH:8]=[CH:7][CH:6]=1)[C:3]1[CH:12]=[CH:13][CH:14]=[CH:15][C:2]=1[Br:1]. Procedure: A solution of 730 g. of 2-bromobenzhydrol and 25 l. of methanol is slowly heated to reflux over a 2 hour span while a stream of hydrogen chloride gas is bubbled into the solution. The solution is refluxed for 24 hours, and concentrated to a liquid. Distillation gives 2-bromobenzhydryl methyl ether as a pale yellow liquid, b.p. 125° - 128°C./0.2 mm. Starting materials: NC=1C2=C(N=CN1)N(C(=C2C=2C=NC1=CC=CC=C1C2)Br)C[C@@H](C=C)NC(OC(C)(C)C)=O ((R)-tert-butyl (1-(4-amino-6-bromo-5-(quinolin-3-yl)-7H-pyrrolo[2,3-d]pyrimidin-7-yl)but-3-en-2-yl)carbamate), NC1=NC=NC2=C1C(=C1CC[C@@H](CN21)NC(OC(C)(C)C)=O)C=2C=NC1=CC=CC=C1C2 ((S)-tert-Butyl (4-amino-5-(quinolin-3-yl)-6,7,8,9-tetrahydropyrimido[5,4-b]indolizin-8-yl)carbamate). The product is NC1=NC=NC2=C1C(=C1CC[C@H](CN21)NC(OC(C)(C)C)=O)C=2C=NC1=CC=CC=C1C2 ((R)-tert-butyl (4-amino-5-(quinolin-3-yl)-6,7,8,9-tetrahydropyrimido[5,4-b]indolizin-8-yl)carbamate). Isolated yield 84.1%. Reaction SMILES: [NH2:1][C:2]1[C:3]2[C:10]([C:11]3[CH:12]=[N:13][C:14]4[C:19]([CH:20]=3)=[CH:18][CH:17]=[CH:16][CH:15]=4)=[C:9](Br)[N:8]([CH2:22][C@H:23]([NH:26][C:27](=[O:33])[O:28][C:29]([CH3:32])([CH3:31])[CH3:30])[CH:24]=[CH2:25])[C:4]=2[N:5]=[CH:6][N:7]=1.NC1C2C(C3C=NC4C(C=3)=CC=CC=4)=C3N(C=2N=CN=1)C[C@@H](NC(=O)OC(C)(C)C)CC3>>[NH2:1][C:2]1[C:3]2[C:10]([C:11]3[CH:12]=[N:13][C:14]4[C:19]([CH:20]=3)=[CH:18][CH:17]=[CH:16][CH:15]=4)=[C:9]3[N:8]([C:4]=2[N:5]=[CH:6][N:7]=1)[CH2:22][C@H:23]([NH:26][C:27](=[O:33])[O:28][C:29]([CH3:32])([CH3:31])[CH3:30])[CH2:24][CH2:25]3. Procedure: In accordance with Example 10, except that the (R)-tert-butyl (1-(4-amino-6-bromo-5-(quinolin-3-yl)-7H-pyrrolo[2,3-d]pyrimidin-7-yl)but-3-en-2-yl)carbamate (6.70 g) obtained in Reference Example 2 was used in place of the (S)-tert-butyl (1-(4-amino-6-bromo-5-(quinolin-3-yl)-7H-pyrrolo[2,3-d]pyrimidin-7-yl)but-3-en-2-yl)carbamate obtained in Example 10, (R)-tert-butyl (4-amino-5-(quinolin-3-yl)-6,7,8,9-tetrahydropyrimido[5,4-b]indolizin-8-yl)carbamate (4.76 g) (yield: 84%) was obtained as a light... Reactants: CC(C)=O, CCc1sc(-c2ccc(Cl)cc2)cc1C1C(=O)C=CC1O. The product is CCc1sc(-c2ccc(Cl)cc2)cc1C1C(=O)C=CC1=O. Reaction SMILES: [CH3:22][C:23](=[O:24])[CH3:25].[Cl:1][c:2]1[cH:3][cH:4][c:5](-[c:8]2[cH:9][c:10]([CH:15]3[CH:16]([OH:21])[CH:17]=[CH:18][C:19]3=[O:20])[c:11]([CH2:13][CH3:14])[s:12]2)[cH:6][cH:7]1>>[Cl:1][c:2]1[cH:3][cH:4][c:5](-[c:8]2[cH:9][c:10]([CH:15]3[C:16](=[O:21])[CH:17]=[CH:18][C:19]3=[O:20])[c:11]([CH2:13][CH3:14])[s:12]2)[cH:6][cH:7]1. Reactants: IC1=NN(C2=CC=C(C=C12)N(C(=O)OC(C)(C)C)S(=O)(=O)C1=C(C=CC=C1)S(=O)(=O)C)C(=O)OC(C)(C)C (tert-butyl 3-iodo-5-(N-tert-butoxycarbonyl-2-methylsulfonylbenzenesulfonylamino)indazole-1-carboxylate), solid, tetrakis(triphenylphosphine)palladium[0], O1C(=CC=C1)B(O)O (2-furanboronic acid), C(O)([O-])=O.[Na+] (sodium hydrogencarbonate). Run in CN(C=O)C (dimethylformamide). The product is O1C(=CC=C1)C1=NNC2=CC=C(C=C12)NS(=O)(=O)C1=C(C=CC=C1)S(=O)(=O)C (N-(3-furan-2-yl-1 H-indazol-5-yl)-2-methylsulfonylbenzenesulfonamide). The yield is 32.5%. As a reaction SMILES: I[C:2]1[C:10]2[C:5](=[CH:6][CH:7]=[C:8]([N:11]([S:19]([C:22]3[CH:27]=[CH:26][CH:25]=[CH:24][C:23]=3[S:28]([CH3:31])(=[O:30])=[O:29])(=[O:21])=[O:20])C(OC(C)(C)C)=O)[CH:9]=2)[N:4](C(OC(C)(C)C)=O)[N:3]=1.[O:39]1[CH:43]=[CH:42][CH:41]=[C:40]1B(O)O.C(=O)([O-])O.[Na+]>CN(C)C=O>[O:39]1[CH:43]=[CH:42][CH:41]=[C:40]1[C:2]1[C:10]2[C:5](=[CH:6][CH:7]=[C:8]([NH:11][S:19]([C:22]3[CH:27]=[CH:26][CH:25]=[CH:24][C:23]=3[S:28]([CH3:31])(=[O:30])=[O:29])(=[O:20])=[O:21])[CH:9]=2)[NH:4][N:3]=1 |f:2.3|. Procedure details: N-(3-Furan-2-yl-1H-indazol-5-yl)-2-methylsulfonylbenzenesulfonamide can be obtained as described in Example 47 from 1 g of tert-butyl 3-iodo-5-(N-tert-butoxycarbonyl-2-methylsulfonylbenzenesulfonylamino)indazole-1-carboxylate, 330 mg of 2-furanboronic acid, 40 ml of dimethylformamide, 3.2 ml of a saturated aqueous sodium hydrogencarbonate solution and 42.7 mg of tetrakis(triphenylphosphine)palladium[0]. 200 mg of N-(3-furan-2-yl-1 H-indazol-5-yl)-2-methylsulfonylbenzenesulfonamide are thus obtai...